Dataset: the Open Reaction Database (ORD), a public repository of structured organic reaction records. Task: describe an organic reaction: reactants, conditions, products, and yield The reactants are BrN1C(CCC1=O)=O (1-bromopyrrolidine-2,5-dione), NC1=NC=CC=C1C=1OC2=C(N1)C=CC=C2C#N (2-(2-amino-3-pyridyl)-1,3-benzoxazole-7-carbonitrile), BrN1C(CCC1=O)=O (1-bromopyrrolidine-2,5-dione). Solvent: O1CCCC1 (tetrahydrofuran). Conditions: time 1 hour. Yields the product NC1=NC=C(C=C1C=1OC2=C(N1)C=CC=C2C#N)Br (2-(2-amino-5-bromo-3-pyridyl)-1,3-benzoxazole-7-carbonitrile). The yield is 88.9%. As a reaction SMILES: [Br:1]N1C(=O)CCC1=O.[NH2:9][C:10]1[C:15]([C:16]2[O:17][C:18]3[C:24]([C:25]#[N:26])=[CH:23][CH:22]=[CH:21][C:19]=3[N:20]=2)=[CH:14][CH:13]=[CH:12][N:11]=1>O1CCCC1>[NH2:9][C:10]1[C:15]([C:16]2[O:17][C:18]3[C:24]([C:25]#[N:26])=[CH:23][CH:22]=[CH:21][C:19]=3[N:20]=2)=[CH:14][C:13]([Br:1])=[CH:12][N:11]=1. Reported procedure: A mixture of 1-bromopyrrolidine-2,5-dione (44.5 mg) and 2-(2-amino-3-pyridyl)-1,3-benzoxazole-7-carbonitrile (59 mg) in tetrahydrofuran (5 ml) was stirred at room temperature for 1 hour. The reaction was incomplete and further 1-bromopyrrolidine-2,5-dione (44.5 mg) was added at room temperature and the reaction mixture was stirred at room temperature for 1 hour. The resulting precipitate was collected by filtration, washed with acetonitrile (2×2 ml) and dried to a constant weight to afford 2-(2-... The reactants are C(=O)[O-].[NH4+] (ammonium formate), C(C)(=O)OCC (ethyl acetate), ClC1=CC=C(C=C1)C1(CCC1)C(=O)O (1-(4-chloro-phenyl)-cyclobutanecarboxylic acid), resultant suspension, C(=O)[O-].[NH4+] (ammonium formate). The reagents and catalysts are [Pd] (palladium on carbon). Run in O (water), C(C)(C)O (isopropanol), O (water), C(C)(C)O (isopropanol), O (water). Run at temperature 65 celsius, time 4.5 hour. Yields the product C1(=CC=CC=C1)C1(CCC1)C(=O)O (1-phenyl-cyclobutanecarboxylic acid). Isolated yield 73.7%. RXN SMILES: C([O-])=O.[NH4+].Cl[C:6]1[CH:11]=[CH:10][C:9]([C:12]2([C:16]([OH:18])=[O:17])[CH2:15][CH2:14][CH2:13]2)=[CH:8][CH:7]=1.C(OCC)(=O)C>[Pd].C(O)(C)C.O>[C:9]1([C:12]2([C:16]([OH:18])=[O:17])[CH2:13][CH2:14][CH2:15]2)[CH:10]=[CH:11][CH:6]=[CH:7][CH:8]=1 |f:0.1|. Procedure details: A stirred suspension of palladium on carbon (3.6 g, 5%) in isopropanol (200 mL) was treated in one portion with a solution of ammonium formate (9 g) in water (12.5 mL) followed by a solution of 1-(4-chloro-phenyl)-cyclobutanecarboxylic acid (15 g) in isopropanol (150 mL) also in one portion. The resultant suspension was stirred at 65° C. for 30 minutes and then treated with a further aliquot of a solution of ammonium formate (9 g) in water (12.5 mL). After stirring at 65° C. for a further 4.5 ho... Reactants: C(C1=CC=CC=C1)NC=1C=C(C(=O)O)C=C(C1C1=CC=CC=C1)S(=O)(=O)Cl (3-benzylamino-5-chlorosulfonyl-4-phenylbenzoic acid), ClS(=O)(=O)C=1C(=C(C=C(C(=O)O)C1)SCCC(C)C)C1=CC=CC=C1 (5-chlorosulfonyl-3-isopentylthio-4-phenylbenzoic acid). Product: C(CC(C)C)SC=1C=C(C(=O)O)C=C(C1C1=CC=CC=C1)S(N)(=O)=O (3-isopentylthio-4-phenyl-5-sulfamylbenzoic acid). RXN SMILES: C([NH:8]C1C=C(C=C(S(Cl)(=O)=O)C=1C1C=CC=CC=1)C(O)=O)C1C=CC=CC=1.Cl[S:29]([C:32]1[C:33]([C:47]2[CH:52]=[CH:51][CH:50]=[CH:49][CH:48]=2)=[C:34]([S:41][CH2:42][CH2:43][CH:44]([CH3:46])[CH3:45])[CH:35]=[C:36]([CH:40]=1)[C:37]([OH:39])=[O:38])(=[O:31])=[O:30]>>[CH2:42]([S:41][C:34]1[CH:35]=[C:36]([CH:40]=[C:32]([S:29](=[O:31])(=[O:30])[NH2:8])[C:33]=1[C:47]1[CH:52]=[CH:51][CH:50]=[CH:49][CH:48]=1)[C:37]([OH:39])=[O:38])[CH2:43][CH:44]([CH3:46])[CH3:45]. Procedure: By replacing in Example 1, step G, 3-benzylamino-5-chlorosulfonyl-4-phenylbenzoic acid with 5-chlorosulfonyl-3-isopentylthio-4-phenylbenzoic acid, and following the procedure described, 3-isopentylthio-4-phenyl-5-sulfamylbenzoic acid is obtained crystallizing with 0.5 mole of ethanol with a melting point of 70°-74° C. Reactants: COS(=O)(=O)[O-].C[N+]1=C(C=CC=C1)CCOC1=C(C=CC=C1)[N+](=O)[O-] (1-methyl-2-[2-(2-nitrophenoxy)ethyl]pyridinium methylsulfate), [H][H] (hydrogen). The reagents and catalysts are [Pd] (Pd/C). The solvent is O (water). Reaction conditions: time 2 hour. Product: COS(=O)(=O)[O-].NC1=C(OCCC2=[N+](C=CC=C2)C)C=CC=C1 (2-[2-(2-aminophenoxy)ethyl]-1-methylpyridinium methylsulfate). RXN SMILES: [CH3:1][O:2][S:3]([O-:6])(=[O:5])=[O:4].[CH3:7][N+:8]1[CH:13]=[CH:12][CH:11]=[CH:10][C:9]=1[CH2:14][CH2:15][O:16][C:17]1[CH:22]=[CH:21][CH:20]=[CH:19][C:18]=1[N+:23]([O-])=O.[H][H]>O.[Pd]>[CH3:1][O:2][S:3]([O-:6])(=[O:5])=[O:4].[NH2:23][C:18]1[CH:19]=[CH:20][CH:21]=[CH:22][C:17]=1[O:16][CH2:15][CH2:14][C:9]1[CH:10]=[CH:11][CH:12]=[CH:13][N+:8]=1[CH3:7] |f:0.1,5.6|. Reported procedure: 3.7 g (10 mmol) of the compound from Step 3.2 was hydrogenated in 25 mL of water in the presence of 0.3 g of Pd/C (10%) under 9 bar of hydrogen pressure. After 2 hours, the catalyst was filtered off, and the solution obtained was directly subjected to further reaction. Starting materials: C(C1=CC=CC=C1)OC1=CC=C(C=O)C=C1 (4-benzyloxybenzaldehyde), C(C)O (ethanol), C(C)(=O)[O-].[Na+] (sodium acetate), NO.Cl (NH2OH.HCl). The solvent is O (water). Reaction conditions: time 30 minute. The product is C(C1=CC=CC=C1)OC1=CC=C(C=NO)C=C1 (4-benzyloxy-benzaldehyde oxime). Reaction SMILES: [CH2:1]([O:8][C:9]1[CH:16]=[CH:15][C:12]([CH:13]=O)=[CH:11][CH:10]=1)[C:2]1[CH:7]=[CH:6][CH:5]=[CH:4][CH:3]=1.C(O)C.[NH2:20][OH:21].Cl.C([O-])(=O)C.[Na+]>O>[CH2:1]([O:8][C:9]1[CH:16]=[CH:15][C:12]([CH:13]=[N:20][OH:21])=[CH:11][CH:10]=1)[C:2]1[CH:7]=[CH:6][CH:5]=[CH:4][CH:3]=1 |f:2.3,4.5|. Reported procedure: 4-benzyloxybenzaldehyde (4.24 g, 20 mmol) was dissolved with stirring in a mixed solution of ethanol and water (3:1, 100 ml) at 0.2 M. To this added were NH2OH.HCl (2.78 g, 40 mmol) and sodium acetate (2.46 g, 30 mmol,) and the mixture was stirred at room temperature for about 30 minutes. The completion of the reaction was confirmed by liquid chromatography, and then water and ethanol were distilled under reduced pressure to obtain a pale yellow solid compound. The solid compound was extracted t...